From a dataset of the Open Reaction Database (ORD), a public repository of structured organic reaction records. describe an organic reaction: reactants, conditions, products, and yield Reactants: N=C1C(C(C(=O)C2=CC=CC=C2)=CC=C1NC(=S)NC(=O)OC)CC1=CC=CC=C1 (3-iminophenylmethyl-4-(3-carbomethoxythioureido)benzophenone), C(=O)(OC)N=C(NC1=CC=C(C(=O)C2=CC=CC=C2)C=C1)SCC=C (4-(3-carbomethoxy-S-allylisothioureido)benzophenone), [OH-].[Na+] (sodium hydroxide), C(C=C)Br (allyl bromide). The solvent is CC(=O)C (acetone), O (water). Conditions: time 1 hour. The product is N=C1C(C(C(=O)C2=CC=CC=C2)=CC=C1NC(SCC=C)=NC(=O)OC)CC1=CC=CC=C1 (3-Iminophenylmethyl-4-(3-carbomethoxy-S-allylisothioureido)benzophenone). RXN SMILES: [NH:1]=[C:2]1[C:15]([NH:16][C:17]([NH:19][C:20]([O:22][CH3:23])=[O:21])=[S:18])=[CH:14][CH:13]=[C:4]([C:5]([C:7]2[CH:12]=[CH:11][CH:10]=[CH:9][CH:8]=2)=[O:6])[CH:3]1[CH2:24][C:25]1[CH:30]=[CH:29][CH:28]=[CH:27][CH:26]=1.[OH-].[Na+].[CH2:33](Br)[CH:34]=[CH2:35].C(N=C(SCC=C)NC1C=CC(C(C2C=CC=CC=2)=O)=CC=1)(OC)=O>CC(C)=O.O>[NH:1]=[C:2]1[C:15]([NH:16][C:17](=[N:19][C:20]([O:22][CH3:23])=[O:21])[S:18][CH2:35][CH:34]=[CH2:33])=[CH:14][CH:13]=[C:4]([C:5]([C:7]2[CH:8]=[CH:9][CH:10]=[CH:11][CH:12]=2)=[O:6])[CH:3]1[CH2:24][C:25]1[CH:30]=[CH:29][CH:28]=[CH:27][CH:26]=1 |f:1.2|. Procedure: To a suspension of 3-iminophenylmethyl-4-(3-carbomethoxythioureido)benzophenone (2.09 g.; 0.005 mole) in acetone (40 ml.) and water (6.0 ml.) is added an aqueous sodium hydroxide solution (50% aqueous; 0.4 g.). The suspension is stirred at room temperature for one hour and then allyl bromide (0.6 g.; 0.005 mole) is added and the solution is stirred at room temperature over the weekend. The precipitate which forms is collected by filtration and then dried to afford 1.3 g. of 3-iminophenylmethyl)-... Reactants: C1CCNCC1, CC(=O)O, N#Cc1cc(C=O)cc(O)c1O, O=C1CSC(=S)N1. The product is N#Cc1cc(C=C2SC(=S)NC2=O)cc(O)c1O. Reaction SMILES: [CH2:20]1[CH2:21][CH2:22][NH:23][CH2:24][CH2:25]1.[CH3:26][C:27](=[O:28])[OH:29].[OH:8][c:9]1[cH:10][c:11]([CH:12]=[O:13])[cH:14][c:15]([C:18]#[N:19])[c:16]1[OH:17].[S:1]1[C:2](=[S:3])[NH:4][C:5](=[O:6])[CH2:7]1>>[S:1]1[C:2](=[S:3])[NH:4][C:5](=[O:6])[C:7]1=[CH:12][c:11]1[cH:10][c:9]([OH:8])[c:16]([OH:17])[c:15]([C:18]#[N:19])[cH:14]1. The reactants are O (H2O), C(C)(=O)NC1=CC=C(C2=C1CCO2)C(=O)N (4-Acetylamino-2,3-dihydrobenzofuran-7-carboxylic acid amide), FC(C(=O)OC(C(F)(F)F)=O)(F)F (trifluoroacetic anhydride), N1=CC=CC=C1 (pyridine). Solvent: C1CCOC1 (THF). Conditions: temperature 0 celsius, time 5 minute. Product: C(#N)C1=CC=C(C=2CCOC21)NC(C)=O (N-(7-Cyano-2,3-dihydrobenzofuran-4-yl)-acetamide). Yield: 71.1%. RXN SMILES: [C:1]([NH:4][C:5]1[C:10]2[CH2:11][CH2:12][O:13][C:9]=2[C:8]([C:14]([NH2:16])=O)=[CH:7][CH:6]=1)(=[O:3])[CH3:2].N1C=CC=CC=1.FC(F)(F)C(OC(=O)C(F)(F)F)=O.O>C1COCC1>[C:14]([C:8]1[C:9]2[O:13][CH2:12][CH2:11][C:10]=2[C:5]([NH:4][C:1](=[O:3])[CH3:2])=[CH:6][CH:7]=1)#[N:16]. Reported procedure: To a suspension of compound 4A (3.5 g, 16 mmol) in THF (64 mL) at 0° C. under Ar was added pyridine (6.5 mL, 80 mmol), followed by trifluoroacetic anhydride (5.6 mL, 40 mmol) dropwise. After addition, the reaction mixture was stirred at 0° C. for 5 min, then pored into H2O (50 mL), extracted with EtOAc (3×100 mL). The combined EtOAc extracts were washed with brine, dried (Na2SO4), and concentrated under reduced pressure to give a crude product, which was purified by crystallization from MeOH-EtO... Reactants: CC1C(=O)OC(=O)N1C(=O)c1ccccc1, CN1CCOCC1, COC(=O)C(N)Cc1ccccc1, Cl, Cl, C1CCOC1. The product is COC(=O)C(Cc1ccccc1)NC(=O)C(C)NC(=O)c1ccccc1. Reaction SMILES: [C:22]([c:23]1[cH:24][cH:25][cH:26][cH:27][cH:28]1)(=[O:29])[N:30]1[CH:34]([CH3:35])[C:33](=[O:31])[O:32][C:36]1=[O:37].[CH3:15][N:16]1[CH2:17][CH2:18][O:19][CH2:20][CH2:21]1.[CH3:2][O:3][C:4]([CH:5]([NH2:6])[CH2:7][c:8]1[cH:9][cH:10][cH:11][cH:12][cH:13]1)=[O:14].[ClH:1].[ClH:38].[O:39]1[CH2:40][CH2:41][CH2:42][CH2:43]1>>[CH3:2][O:3][C:4]([CH:5]([NH:6][C:33](=[O:32])[CH:34]([NH:30][C:22]([c:23]1[cH:24][cH:25][cH:26][cH:27][cH:28]1)=[O:29])[CH3:35])[CH2:7][c:8]1[cH:9][cH:10][cH:11][cH:12][cH:13]1)=[O:14]. Reactants: C(=O)(O)CCC\C=C\1/C[C@H]2C[C@H]([C@H]([C@H]2C1)\C=C\C(C(CCCC)F)O)OC1OCCCC1 ((1S,2S,3R,5S)-(E)-7-(4-Carboxybutylidene)-2-[4(RS)fluoro-3(RS)-hydroxy-(E)-1-octenyl]-3-tetrahydropyranyloxybicyclo[3.3.0]octane). Run in C(C)(C)O (isopropyl alcohol). Run at time 30 minute. The product is C(=O)(O)CCC\C=C\1/C[C@H]2C[C@H]([C@H]([C@H]2C1)\C=C\C(C(CCCC)F)=O)OC1OCCCC1 ((1S,2S,3R,5S)-(E)-7-(4-carboxybutylidene)-2-[4(RS)-fluoro-3-oxo-(E)-1-octenyl]-3-tetrahydropyranyloxybicyclo[3.3.0]octane). RXN SMILES: [C:1]([CH2:4][CH2:5][CH2:6]/[CH:7]=[C:8]1\[CH2:9][C@@H:10]2[C@H:14]([CH2:15]\1)[C@H:13](/[CH:16]=[CH:17]/[CH:18]([OH:25])[CH:19]([F:24])[CH2:20][CH2:21][CH2:22][CH3:23])[C@H:12]([O:26][CH:27]1[CH2:32][CH2:31][CH2:30][CH2:29][O:28]1)[CH2:11]2)([OH:3])=[O:2]>C(O)(C)C>[C:1]([CH2:4][CH2:5][CH2:6]/[CH:7]=[C:8]1\[CH2:9][C@@H:10]2[C@H:14]([CH2:15]\1)[C@H:13](/[CH:16]=[CH:17]/[C:18](=[O:25])[CH:19]([F:24])[CH2:20][CH2:21][CH2:22][CH3:23])[C@H:12]([O:26][CH:27]1[CH2:32][CH2:31][CH2:30][CH2:29][O:28]1)[CH2:11]2)([OH:3])=[O:2]. Procedure details: (1S,2S,3R,5S)-(E)-7-(4-Carboxybutylidene)-2-[4(RS)fluoro-3(RS)-hydroxy-(E)-1-octenyl]-3-tetrahydropyranyloxybicyclo[3.3.0]octane (13') (0.140 g) was subjected to Jones oxidation between -15 ° C. and -20 ° C. The mixture was stirred for 30 minutes, isopropyl alcohol was added to the mixture, and the resultant was treated by a usual work-up. The obtained crude product was purified on column chromatography (hexane/ethyl acetate=6/1-5/1) to give (1S,2S,3R,5S)-(E)-7-(4-carboxybutylidene)-2-[4(RS)-flu... Reactants: O[C@@H](C)[C@@H](CCC1=C(C=CC=C1)O)N1C=NC(=C1)C(=O)N (1-[(2S,3R)-2-hydroxy-5-(2-hydroxyphenyl)-3-pentyl]imidazole-4-carboxamide), BrCCCC1=CC=CC=C1 (1-bromo-3-phenylpropane), C([O-])([O-])=O.[K+].[K+] (potassium carbonate). Run in CN(C=O)C (N,N-dimethylformamide), C(C)(=O)OCC (ethyl acetate). Reaction conditions: time 8 hour. Yields the product O[C@@H](C)[C@@H](CCC1=C(C=CC=C1)OCCCC1=CC=CC=C1)N1C=NC(=C1)C(=O)N (1-{(2S,3R)-2-hydroxy-5-[2-(3-phenylpropoxy)phenyl]-3-pentyl}imidazole-4-carboxamide). Yield: 84.9%. As a reaction SMILES: [OH:1][C@H:2]([C@H:4]([N:14]1[CH:18]=[C:17]([C:19]([NH2:21])=[O:20])[N:16]=[CH:15]1)[CH2:5][CH2:6][C:7]1[CH:12]=[CH:11][CH:10]=[CH:9][C:8]=1[OH:13])[CH3:3].Br[CH2:23][CH2:24][CH2:25][C:26]1[CH:31]=[CH:30][CH:29]=[CH:28][CH:27]=1.C(=O)([O-])[O-].[K+].[K+]>CN(C)C=O.C(OCC)(=O)C>[OH:1][C@H:2]([C@H:4]([N:14]1[CH:18]=[C:17]([C:19]([NH2:21])=[O:20])[N:16]=[CH:15]1)[CH2:5][CH2:6][C:7]1[CH:12]=[CH:11][CH:10]=[CH:9][C:8]=1[O:13][CH2:23][CH2:24][CH2:25][C:26]1[CH:31]=[CH:30][CH:29]=[CH:28][CH:27]=1)[CH3:3] |f:2.3.4|. Reported procedure: A mixture of 1-[(2S,3R)-2-hydroxy-5-(2-hydroxyphenyl)-3-pentyl]imidazole-4-carboxamide (obtained in Example 23(4)) (4.1 mg), 1-bromo-3-phenylpropane (7 mg), and potassium carbonate (4 mg) in N,N-dimethylformamide (0.5 ml) was stirred overnight at room temperature. The mixture was taken up in ethyl acetate, washed twice with water, dried, and evaporated. The residue was purified by column chromatography on silica gel, eluting with a mixture of dichloromethane and methanol (20:1) to give a colorle... The product is C(C1=CC=CC=C1)NC(=O)NOCC(CN1CCCCC1)O (N-benzyl-N'-(2-hydroxy-3-piperidino-propoxy)-urea). Run in C(Cl)(Cl)Cl (chloroform). Reactants: C(C1=CC=CC=C1)N=C=O (benzyl isocyanate), OC(CON)CN1CCCCC1 (O-(2-hydroxy-3-piperidino-propyl)-hydroxylamine). Procedure details: O-(2-hydroxy-3-piperidino-propyl)-hydroxylamine (2,53 g, 0,0145 mol) was dissolved in 40 ml abs. chloroform and 1,8 ml (0,0145 mol) benzyl isocyanate was added thereto while stirring. The mixture was stirred for 2 hours, the solution was evaporated and the residue was crystallized from ethanol-ether mixture. Yield: 2,1 g (47%). Mp.: 100-101° C. Reaction SMILES: [OH:1][CH:2]([CH2:6][N:7]1[CH2:12][CH2:11][CH2:10][CH2:9][CH2:8]1)[CH2:3][O:4][NH2:5].[CH2:13]([N:20]=[C:21]=[O:22])[C:14]1[CH:19]=[CH:18][CH:17]=[CH:16][CH:15]=1>C(Cl)(Cl)Cl>[CH2:13]([NH:20][C:21]([NH:5][O:4][CH2:3][CH:2]([OH:1])[CH2:6][N:7]1[CH2:12][CH2:11][CH2:10][CH2:9][CH2:8]1)=[O:22])[C:14]1[CH:19]=[CH:18][CH:17]=[CH:16][CH:15]=1. The reactants are C(CCCCC)N1C2=CC=C(C=C2SC=2C(=C(C=CC12)OC)COCOCCOC)OC (10-hexyl-3,7-dimethoxy-4-(2-methoxy-ethoxymethoxymethyl)-phenothiazine), C(CCC)[Li] (n-butyllithium), C(=O)N1CCCCC1 (N-formylpiperidine), COC=1C=CC=2N(C3=CC=C(C(=C3SC2C1C=O)COCOCCOC)OC)CCCCCC (3,7-dimethoxy-10-hexyl-6-(2-methoxyethoxymethoxymethyl)phenothiazine-4-carbaldehyde), [BH4-].[Li+] (lithium borohydride). The solvent is C(C)OCC.O1CCCC1 (diethyl ether tetrahydrofuran), O1CCCC1 (tetrahydrofuran). Yields the product C(CCCCC)N1C2=CC=C(C(=C2SC=2C(=C(C=CC12)OC)CO)COCOCCOC)OC ([10-hexyl-3,7-dimethoxy-6-(2-methoxyethoxymethoxymethyl)-phenothiazin-4-yl]-methanol). Isolated yield 51.7%. RXN SMILES: C(N1C2C=CC(OC)=C(COCOCCOC)C=2SC2C1=CC=C(OC)C=2)CCCCC.C([Li])CCC.C(N1CCCCC1)=O.[CH3:46][O:47][C:48]1[CH:49]=[CH:50][C:51]2[N:52]([CH2:74][CH2:75][CH2:76][CH2:77][CH2:78][CH3:79])[C:53]3[C:58]([S:59][C:60]=2[C:61]=1[CH:62]=[O:63])=[C:57]([CH2:64][O:65][CH2:66][O:67][CH2:68][CH2:69][O:70][CH3:71])[C:56]([O:72][CH3:73])=[CH:55][CH:54]=3.[BH4-].[Li+]>C(OCC)C.O1CCCC1.O1CCCC1>[CH2:74]([N:52]1[C:51]2[CH:50]=[CH:49][C:48]([O:47][CH3:46])=[C:61]([CH2:62][OH:63])[C:60]=2[S:59][C:58]2[C:53]1=[CH:54][CH:55]=[C:56]([O:72][CH3:73])[C:57]=2[CH2:64][O:65][CH2:66][O:67][CH2:68][CH2:69][O:70][CH3:71])[CH2:75][CH2:76][CH2:77][CH2:78][CH3:79] |f:4.5,6.7|. Procedure details: A solution of 8.0 g (17.33 mmol) of 10-hexyl-3,7-dimethoxy-4-(2-methoxy-ethoxymethoxymethyl)-phenothiazine in 100 ml of diethyl ether/tetrahydrofuran (4:1) was reacted with 12.0 ml of n-butyllithium solution (1.6M in hexane) and 2.94 g (26.0 mmol) of N-formylpiperidine analogously to that described in Example 4.1.1.c. The resulting 3,7-dimethoxy-10-hexyl-6-(2-methoxyethoxymethoxymethyl)phenothiazine-4-carbaldehyde was dissolved in 100 ml of tetrahydrofuran and reduced with 22 ml of lithium boroh... The reactants are C1(=CC=CC=C1)OC(NC=1C(=NC(=C(C1)C)C)OC)=S (Phenyl-N-(5,6-dimethyl-2-methoxypyridin-3-yl)thiocarbamate), COC=1C=C(C=C(C1)OC)N1CCNCC1 (1-(3,5-dimethoxyphenyl)piperazine). Yields the product CC=1C=C(C(=NC1C)OC)NC(=S)N1CCN(CC1)C1=CC(=CC(=C1)OC)OC (1-[(5,6-dimethyl-2-methoxypyridin-3-yl)aminothiocarbonyl]-4-(3,5-dimethoxyphenyl)piperazine). Isolated yield 69.0%. Reaction SMILES: C1(O[C:8](=[S:20])[NH:9][C:10]2[C:11]([O:18][CH3:19])=[N:12][C:13]([CH3:17])=[C:14]([CH3:16])[CH:15]=2)C=CC=CC=1.[CH3:21][O:22][C:23]1[CH:24]=[C:25]([N:31]2[CH2:36][CH2:35][NH:34][CH2:33][CH2:32]2)[CH:26]=[C:27]([O:29][CH3:30])[CH:28]=1>>[CH3:16][C:14]1[CH:15]=[C:10]([NH:9][C:8]([N:34]2[CH2:33][CH2:32][N:31]([C:25]3[CH:24]=[C:23]([O:22][CH3:21])[CH:28]=[C:27]([O:29][CH3:30])[CH:26]=3)[CH2:36][CH2:35]2)=[S:20])[C:11]([O:18][CH3:19])=[N:12][C:13]=1[CH3:17]. Procedure: Phenyl-N-(5,6-dimethyl-2-methoxypyridin-3-yl)thiocarbamate and 1-(3,5-dimethoxyphenyl)piperazine were reacted by the same way with the example 1 to obtain the titled compound.